This data is from the Open Reaction Database (ORD), a public repository of structured organic reaction records. The task is: describe an organic reaction: reactants, conditions, products, and yield Starting materials: NC1=NC(=CC(=N1)C)Cl (2-amino-6-chloro-4-methylpyrimidine), [N+](=O)([O-])C=1C=C(N)C=CC1 (3-nitroaniline), Cl (HCl). Run in [Cl-].[Na+].O (brine), O (H2O), C(C)OCCO (2-ethoxyethanol). Product: CC1=CC(=NC(=N1)N)NC1=CC(=CC=C1)[N+](=O)[O-] (6-Methyl-N4-(3-nitrophenyl)pyrimidine-2,4-diamine). RXN SMILES: [NH2:1][C:2]1[N:7]=[C:6]([CH3:8])[CH:5]=[C:4](Cl)[N:3]=1.[N+:10]([C:13]1[CH:14]=[C:15]([CH:17]=[CH:18][CH:19]=1)[NH2:16])([O-:12])=[O:11].Cl>C(OCCO)C.[Cl-].[Na+].O.O>[CH3:8][C:6]1[N:7]=[C:2]([NH2:1])[N:3]=[C:4]([NH:16][C:15]2[CH:17]=[CH:18][CH:19]=[C:13]([N+:10]([O-:12])=[O:11])[CH:14]=2)[CH:5]=1 |f:4.5.6|. Procedure: To a suspension of 2-amino-4-chloro-6-methyl-pyrimidine (A8) [10.04 g, 69.93 mmol] and 3-nitroaniline 99.95 g, 72.02 mmol) in 2-ethoxyethanol (300 mL) was added c.HCl (30 mL), and the resulting solution was refluxed for ˜16 h. After this time, the reaction mixture was allowed to cool to room temperature, and then diluted with brine and H2O. The resulting suspension was filtered through a Celite pad, and the solid material thus collected re-dissolved in MeOH, and filtered through a pad of Celite.... Reactants: B, CC(C)(C)OC(=O)Nc1cc(NC(=O)OC(C)(C)C)cc(C(=O)O)c1, C1CCOC1, CSC, O. Yields the product CC(C)(C)OC(=O)Nc1cc(CO)cc(NC(=O)OC(C)(C)C)c1. As a reaction SMILES: [BH3:29].[C:1]([CH3:2])([CH3:3])([CH3:4])[O:5][C:6](=[O:7])[NH:8][c:9]1[cH:10][c:11]([C:12](=[O:13])[OH:14])[cH:15][c:16]([NH:18][C:19](=[O:20])[O:21][C:22]([CH3:23])([CH3:24])[CH3:25])[cH:17]1.[CH2:31]1[O:32][CH2:33][CH2:34][CH2:35]1.[CH3:26][S:27][CH3:28].[OH2:30]>>[C:1]([CH3:2])([CH3:3])([CH3:4])[O:5][C:6](=[O:7])[NH:8][c:9]1[cH:10][c:11]([CH2:12][OH:13])[cH:15][c:16]([NH:18][C:19](=[O:20])[O:21][C:22]([CH3:23])([CH3:24])[CH3:25])[cH:17]1. The reactants are B([C@@H]1CCCN1C(=O)[C@H](C(C)C)N)(O)O.CS(=O)(=O)O (Pt100), CN(C[C@@H]([C@@](CC)(O)C1=CC(=CC=C1)OC)C)C ((2S,3R)-1-(Dimethylamino)-3-(3-methoxyphenyl)-2-methylpentan-3-ol), Cl (Hydrogen chloride). The solvent is CC(=O)C (acetone). Conditions: time 14 hour. Product: Cl.CN(C[C@@H]([C@@](CC)(O)C1=CC(=CC=C1)OC)C)C ((2S,3R)-1-(Dimethylamino)-3-(3-methoxyphenyl)-2-methylpentan-3-ol hydrochloride). Reaction SMILES: [CH3:1][N:2]([CH3:18])[CH2:3][C@H:4]([CH3:17])[C@:5]([C:9]1[CH:14]=[CH:13][CH:12]=[C:11]([O:15][CH3:16])[CH:10]=1)([OH:8])[CH2:6][CH3:7].B(O)(O)[C@H]1N(C([C@@H](N)C(C)C)=O)CCC1.CS(O)(=O)=O.[ClH:39]>CC(C)=O>[ClH:39].[CH3:18][N:2]([CH3:1])[CH2:3][C@H:4]([CH3:17])[C@:5]([C:9]1[CH:14]=[CH:13][CH:12]=[C:11]([O:15][CH3:16])[CH:10]=1)([OH:8])[CH2:6][CH3:7] |f:1.2,5.6|. Procedure details: (2S,3R)-1-(Dimethylamino)-3-(3-methoxyphenyl)-2-methylpentan-3-ol (754.1 g, 3 mol, ee 95%) were dissolved in acetone (5 L) in a 10 L double jacket vessel equipped with an electrical impeller stirrer, a gas transition line, Pt100 temperature measuring equipment and an oil based cooling/heating system. Hydrogen chloride (110 g, 3.0 mol) was transferred within 15 minutes at a temperature of 15° C. through the reaction mixture. The reaction mixture was cooled to 0° C. to 5° C. and after 24 hours at ... Run in C(Cl)Cl.CC#N (CH2Cl2 CH3CN). Reactants: C[N+]1(CCOCC1)[O-] (NMO), [Si](C1=CC=CC=C1)(C1=CC=CC=C1)(C(C)(C)C)OCC=1C(=C(C(=C(C1)C(O)C1=CC=CC=C1)F)F)N1C[C@H](O[C@H](C1)C)C ({5-({[tert-butyl(diphenyl)silyl]oxy}methyl)-4-[(2R,6S)-2,6-dimethylmorpholin-4-yl]-2,3-difluorophenyl}(phenyl)methanol), [Si](C1=CC=CC=C1)(C1=CC=CC=C1)(C(C)(C)C)OCC=1C(=C(C(=C(C1)C(O)C1=CC=CC=C1)F)F)N1C[C@H](O[C@H](C1)C)C ({5-({[tert-butyl(diphenyl)silyl]oxy}methyl)-4-[(2R,6S)-2,6-dimethylmorpholin-4-yl]-2,3-difluorophenyl}(phenyl)methanol). Reaction SMILES: C[N+]1([O-])CCOCC1.[Si:9]([O:26][CH2:27][C:28]1[C:29]([N:44]2[CH2:49][C@H:48]([CH3:50])[O:47][C@H:46]([CH3:51])[CH2:45]2)=[C:30]([F:43])[C:31]([F:42])=[C:32]([CH:34]([C:36]2[CH:41]=[CH:40][CH:39]=[CH:38][CH:37]=2)[OH:35])[CH:33]=1)([C:22]([CH3:25])([CH3:24])[CH3:23])([C:16]1[CH:21]=[CH:20][CH:19]=[CH:18][CH:17]=1)[C:10]1[CH:15]=[CH:14][CH:13]=[CH:12][CH:11]=1>C(Cl)Cl.CC#N.CCC[N+](CCC)(CCC)CCC.[O-][Ru](=O)(=O)=O>[Si:9]([O:26][CH2:27][C:28]1[C:29]([N:44]2[CH2:45][C@H:46]([CH3:51])[O:47][C@H:48]([CH3:50])[CH2:49]2)=[C:30]([F:43])[C:31]([F:42])=[C:32]([C:34]([C:36]2[CH:37]=[CH:38][CH:39]=[CH:40][CH:41]=2)=[O:35])[CH:33]=1)([C:22]([CH3:24])([CH3:23])[CH3:25])([C:16]1[CH:21]=[CH:20][CH:19]=[CH:18][CH:17]=1)[C:10]1[CH:15]=[CH:14][CH:13]=[CH:12][CH:11]=1 |f:2.3,4.5|. Conditions: time 12 hour. Product: [Si](C1=CC=CC=C1)(C1=CC=CC=C1)(C(C)(C)C)OCC=1C(=C(C(=C(C1)C(=O)C1=CC=CC=C1)F)F)N1C[C@H](O[C@H](C1)C)C ({5-({[tert-butyl(diphenyl)silyl]oxy}methyl)-4-[(2R,6S)-2,6-dimethylmorpholin-4-yl]-2,3-difluorophenyl}(phenyl)methanone). Reagents/catalysts: CCC[N+](CCC)(CCC)CCC.[O-][Ru](=O)(=O)=O (TPAP). Reported procedure: NMO (428 mg, 0.0037 mmol) and TPAP (65 mg, 0.0002 mmol) were added to a stirred solution of {5-({[tert-butyl(diphenyl)silyl]oxy}methyl)-4-[(2R,6S)-2,6-dimethylmorpholin-4-yl]-2,3-difluorophenyl}(phenyl)methanol (Intermediate 17, 1.1 g, 0.002 mmol) in CH2Cl2:CH3CN (1:1, 10 mL) 0° C. The mixture was allowed to warm to room temperature with stirring for 12 hours. The solvents were removed, and the residue was purified over a silica gel chromatography column using an ethyl acetate-pet. ether gradien... The reactants are [OH-].[Na+] (sodium hydroxide), ClC1=CC=C(C=C1)C1=CC=C(COC(C(=O)O)(C(F)(F)F)C(F)(F)F)C=C1 (2-[4-(4-chlorophenyl)benzyloxy]-3,3,3-trifluoro-2-trifluoromethylpropionic acid), resultant mixture. Solvent: O (water). The product is O.ClC1=CC=C(C=C1)C1=CC=C(COC(C(=O)[O-])(C(F)(F)F)C(F)(F)F)C=C1.[Na+].O.O.[Na+].ClC1=CC=C(C=C1)C1=CC=C(COC(C(=O)[O-])(C(F)(F)F)C(F)(F)F)C=C1 (sodium 2-[4-(4-chlorophenyl)-benzyloxy]-3,3,3-trifluoro-2-trifluoromethylpropionate sesquihydrate). Reaction SMILES: [Cl:1][C:2]1[CH:7]=[CH:6][C:5]([C:8]2[CH:27]=[CH:26][C:11]([CH2:12][O:13][C:14]([C:22]([F:25])([F:24])[F:23])([C:18]([F:21])([F:20])[F:19])[C:15]([OH:17])=[O:16])=[CH:10][CH:9]=2)=[CH:4][CH:3]=1.[OH-:28].[Na+:29]>O>[OH2:13].[Cl:1][C:2]1[CH:7]=[CH:6][C:5]([C:8]2[CH:9]=[CH:10][C:11]([CH2:12][O:13][C:14]([C:18]([F:19])([F:20])[F:21])([C:22]([F:23])([F:24])[F:25])[C:15]([O-:17])=[O:16])=[CH:26][CH:27]=2)=[CH:4][CH:3]=1.[Na+:29].[OH2:28].[OH2:13].[Na+:29].[Cl:1][C:2]1[CH:7]=[CH:6][C:5]([C:8]2[CH:9]=[CH:10][C:11]([CH2:12][O:13][C:14]([C:18]([F:19])([F:20])[F:21])([C:22]([F:23])([F:24])[F:25])[C:15]([O-:17])=[O:16])=[CH:26][CH:27]=2)=[CH:4][CH:3]=1 |f:1.2,4.5.6.7.8.9.10|. Reported procedure: A stirred suspension of 2-[4-(4-chlorophenyl)benzyloxy]-3,3,3-trifluoro-2-trifluoromethylpropionic acid (750 mg.) in water (10 ml.) is treated dropwise at room temperature with 0.4 N-aqueous sodium hydroxide solution (4.50 ml.). The resultant mixture is warmed briefly to 35° C., cooled, and filtered. The filtrate is washed with ether, refiltered, then evaporated in vacuo. The solid residue is dried in vacuo at 100° C. for 12 hours giving sodium 2-[4-(4-chlorophenyl)-benzyloxy]-3,3,3-trifluoro-2-... The reactants are ClCCl, O=C1OC(=O)C2CCC1C2, NCCCCN1CCN(c2cccc(C(F)(F)F)c2)CC1, O, Cc1ccccc1C. The product is O=C1C2CCC(C2)C(=O)N1CCCCN1CCN(c2cccc(C(F)(F)F)c2)CC1. Reaction SMILES: [CH2:32]([Cl:33])[Cl:34].[CH:1]12[CH2:2][CH:3]([CH2:4][CH2:5]1)[C:6](=[O:7])[O:8][C:9]2=[O:10].[NH2:11][CH2:12][CH2:13][CH2:14][CH2:15][N:16]1[CH2:17][CH2:18][N:19]([c:22]2[cH:23][c:24]([C:28]([F:29])([F:30])[F:31])[cH:25][cH:26][cH:27]2)[CH2:20][CH2:21]1.[OH2:43].[c:35]1([CH3:36])[c:37]([CH3:38])[cH:39][cH:40][cH:41][cH:42]1>>[CH:1]12[CH2:2][CH:3]([CH2:4][CH2:5]1)[C:6](=[O:8])[N:11]([CH2:12][CH2:13][CH2:14][CH2:15][N:16]1[CH2:17][CH2:18][N:19]([c:22]3[cH:23][c:24]([C:28]([F:29])([F:30])[F:31])[cH:25][cH:26][cH:27]3)[CH2:20][CH2:21]1)[C:9]2=[O:10]. Reactants: BrB(Br)Br, CCCN1C(=O)N(Cc2ccc(C)cc2)CC1CCCc1ccc(OC)cc1, CCOCC, ClCCl, O. The product is CCCN1C(=O)N(Cc2ccc(C)cc2)CC1CCCc1ccc(O)cc1. Reaction SMILES: [B:29]([Br:30])([Br:31])[Br:32].[CH3:1][O:2][c:3]1[cH:4][cH:5][c:6]([CH2:9][CH2:10][CH2:11][CH:12]2[N:13]([CH2:26][CH2:27][CH3:28])[C:14](=[O:25])[N:15]([CH2:17][c:18]3[cH:19][cH:20][c:21]([CH3:24])[cH:22][cH:23]3)[CH2:16]2)[cH:7][cH:8]1.[CH3:36][CH2:37][O:38][CH2:39][CH3:40].[Cl:33][CH2:34][Cl:35].[OH2:41]>>[OH:2][c:3]1[cH:4][cH:5][c:6]([CH2:9][CH2:10][CH2:11][CH:12]2[N:13]([CH2:26][CH2:27][CH3:28])[C:14](=[O:25])[N:15]([CH2:17][c:18]3[cH:19][cH:20][c:21]([CH3:24])[cH:22][cH:23]3)[CH2:16]2)[cH:7][cH:8]1. Starting materials: O (water), C(C)(=O)O (acetic acid), FC(C1=CC=C(CSC2=CC=C(C=C2)O)C=C1)(F)F (4-(4-trifluoromethylbenzylsulfanyl)phenol), OO (hydrogen peroxide). Product: FC(C1=CC=C(C=C1)CS(=O)(=O)C1=CC=C(C=C1)O)(F)F (4-[(4-trifluoromethylphenyl)methanesulfonyl]phenol). Reaction SMILES: C(O)(=[O:3])C.[F:5][C:6]([F:23])([F:22])[C:7]1[CH:21]=[CH:20][C:10]([CH2:11][S:12][C:13]2[CH:18]=[CH:17][C:16]([OH:19])=[CH:15][CH:14]=2)=[CH:9][CH:8]=1.OO.[OH2:26]>>[F:23][C:6]([F:5])([F:22])[C:7]1[CH:21]=[CH:20][C:10]([CH2:11][S:12]([C:13]2[CH:18]=[CH:17][C:16]([OH:19])=[CH:15][CH:14]=2)(=[O:3])=[O:26])=[CH:9][CH:8]=1. Procedure details: To a 15 ml of acetic acid solution of 2.23 g of 4-(4-trifluoromethylbenzylsulfanyl)phenol was added slowly, 2.5 ml of 30% hydrogen peroxide solution at approximately 80° C. The reaction mixture was stirred for 3 hours at 90° C., then poured into water, and the resulted precipitate was collected by filteration. After washing with water, the precipitate was dried by heating under the reduced pressure to produce 2.34 g of the desired product. Conditions: temperature 90 celsius, time 3 hour. Starting materials: [N+](=O)([O-])C=1C=C(CCl)C=CC1 (3-nitrobenzyl chloride), CC(CCO)C (3-methyl-1-butanol), resultant mixture, [OH-].[K+] (KOH). Solvent: CN(C=O)C (dimethylformamide). Product: CC(CCOCC1=CC(=CC=C1)[N+](=O)[O-])C (1-(3-methylbutoxy)methyl-3-nitrobenzene). As a reaction SMILES: [N+:1]([C:4]1[CH:5]=[C:6]([CH:9]=[CH:10][CH:11]=1)[CH2:7]Cl)([O-:3])=[O:2].[CH3:12][CH:13]([CH3:17])[CH2:14][CH2:15][OH:16].[OH-].[K+]>CN(C)C=O>[CH3:12][CH:13]([CH3:17])[CH2:14][CH2:15][O:16][CH2:7][C:6]1[CH:9]=[CH:10][CH:11]=[C:4]([N+:1]([O-:3])=[O:2])[CH:5]=1 |f:2.3|. Reported procedure: 158.1 g (0.92 mol) of 3-nitrobenzyl chloride was dissolved in a mixture of 500 ml (4.59 mol, 5 equivalents) of 3-methyl-1-butanol and 140 ml of dimethylformamide. To the resultant mixture 78 g (1.39 mol, 1.5 equivalents) of KOH pellets were added while the mixture was being cooled in a water bath and stirred strongly. The reaction temperature was elevated to 43° C. and thereafter gradually restored to room temperature. After the mixture was stirred for 7 hours at room temperature, the reaction w...